From a dataset of the Open Reaction Database (ORD), a public repository of structured organic reaction records. describe an organic reaction: reactants, conditions, products, and yield Run in C(C)O (ethanol). As a reaction SMILES: [CH3:1][CH:2]([CH3:13])[CH2:3][CH:4]([C:10](=[S:12])[NH2:11])[C:5]([O:7][CH2:8][CH3:9])=[O:6].Br[CH2:15][C:16]([C:18]1[CH:23]=[CH:22][CH:21]=[CH:20][CH:19]=1)=O>C(O)C>[CH3:13][CH:2]([CH3:1])[CH2:3][CH:4]([C:10]1[S:12][CH:15]=[C:16]([C:18]2[CH:23]=[CH:22][CH:21]=[CH:20][CH:19]=2)[N:11]=1)[C:5]([O:7][CH2:8][CH3:9])=[O:6]. Yields the product CC(CC(C(=O)OCC)C=1SC=C(N1)C1=CC=CC=C1)C (ethyl 4-methyl-2-(4-phenylthiazol-2-yl)pentanoate). Reactants: CC(CC(C(=O)OCC)C(N)=S)C (ethyl 4-methyl-2-thiocarbamoylpentanoate), BrCC(=O)C1=CC=CC=C1 (2-bromo-1-phenylethanone). Procedure details: A solution comprised of ethyl 4-methyl-2-thiocarbamoylpentanoate (410 mg, 2 mmol) in ethanol (5 mL) was treated with 2-bromo-1-phenylethanone (400 mg, 2 mmol). The mixture was refluxed for 30 minutes and concentrated to provide ethyl 4-methyl-2-(4-phenylthiazol-2-yl)pentanoate as a crude product. The crude product was dissolved in methanol (5 mL, tech. grade) and the solution was treated with sodium hydroxide (100 mg, 2.5 mmol). The mixture was stirred for 2 hours and diluted with 0.1 M hydrochl... As a reaction SMILES: [C:1]([CH3:2])([CH3:3])([CH3:4])[O:5][C:6]([NH:7][c:8]1[c:9]([N+:19](=[O:20])[O-:21])[cH:10][c:11]([I:18])[c:12]([O:14][CH2:15][CH:16]=[CH2:17])[cH:13]1)=[O:22].[CH2:23]1[N:24]2[CH2:25][CH2:26][N:27]([CH2:28][CH2:29]2)[CH2:30]1.[CH3:31][CH2:32][OH:33]>>[C:1]([CH3:2])([CH3:3])([CH3:4])[O:5][C:6]([NH:7][c:8]1[c:9]([N+:19](=[O:20])[O-:21])[cH:10][c:11]([I:18])[c:12]([OH:14])[cH:13]1)=[O:22]. The reactants are C=CCOc1cc(NC(=O)OC(C)(C)C)c([N+](=O)[O-])cc1I, C1CN2CCN1CC2, CCO. The product is CC(C)(C)OC(=O)Nc1cc(O)c(I)cc1[N+](=O)[O-]. Reactants: OC1=C(C(=O)N2[C@H](CCC2)C(=O)OC)C=CC=C1[N+](=O)[O-] (methyl (R)-1-(2-hydroxy-3-nitrobenzoyl)pyrrolidine-2-carboxylate), [H][H] (hydrogen). The reagents and catalysts are [Pd] (palladium on carbon). Run in CO (methanol). Yields the product NC=1C(=C(C(=O)N2[C@H](CCC2)C(=O)OC)C=CC1)O (methyl (R)-1-(3-amino-2-hydroxybenzoyl)pyrrolidine-2-carboxylate). Yield: 73.6%. RXN SMILES: [OH:1][C:2]1[C:18]([N+:19]([O-])=O)=[CH:17][CH:16]=[CH:15][C:3]=1[C:4]([N:6]1[CH2:10][CH2:9][CH2:8][C@@H:7]1[C:11]([O:13][CH3:14])=[O:12])=[O:5].[H][H]>CO.[Pd]>[NH2:19][C:18]1[C:2]([OH:1])=[C:3]([CH:15]=[CH:16][CH:17]=1)[C:4]([N:6]1[CH2:10][CH2:9][CH2:8][C@@H:7]1[C:11]([O:13][CH3:14])=[O:12])=[O:5]. Procedure details: A solution of 4.03 g (13.63 mmol; 1.0 eq) of methyl (R)-1-(2-hydroxy-3-nitrobenzoyl)pyrrolidine-2-carboxylate in 50 ml of methanol was stirred at hydrogen atmospheric pressure in the presence of 390 mg (10% by weight) of palladium on carbon at 10% for 3 days. The reaction medium was filtered through celite, rinsed with methanol and evaporated. The residue was chromatographed on silica gel (200 g prepacked column) eluted with heptane/ethyl acetate (gradient). 2.65 g of methyl (R)-1-(3-amino-2-hyd... Reactants: ClC=1C=C(C=CC1C1=CSC=C1)C1=NC(=NO1)C=1C=CC2=C(C=C(O2)C2(COC(OC2)(C)C)NC(OC(C)(C)C)=O)C1 (tert-Butyl 5-(5-(5-(3-chloro-4-(thiophen-3-yl)phenyl)-1,2,4-oxadiazol-3-yl)benzofuran-2-yl)-2,2-dimethyl-1,3-dioxan-5-ylcarbamate), ClC=1C=C(C=CC1OCCC)C1=NC(=NO1)C=1C=CC2=C(C=C(O2)C2(COC(OC2)(C)C)NC(OC(C)(C)C)=O)C1 (tert-butyl 5-(5-(5-(3-chloro-4-propoxyphenyl)-1,2,4-oxadiazol-3-yl)benzofuran-2-yl)-2,2-dimethyl-1,3-dioxan-5-ylcarbamate). Yields the product NC(CO)(CO)C=1OC2=C(C1)C=C(C=C2)C2=NOC(=N2)C2=CC(=C(C=C2)C2=CSC=C2)Cl (2-Amino-2-(5-(5-(3-chloro-4-(thiophen-3-yl)phenyl)-1,2,4-oxadiazol-3-yl)benzofuran-2-yl)propane-1,3-diol). Isolated yield 48.0%. As a reaction SMILES: [Cl:1][C:2]1[CH:3]=[C:4]([C:13]2[O:17][N:16]=[C:15]([C:18]3[CH:19]=[CH:20][C:21]4[O:25][C:24]([C:26]5([NH:34]C(=O)OC(C)(C)C)[CH2:31][O:30]C(C)(C)[O:28][CH2:27]5)=[CH:23][C:22]=4[CH:42]=3)[N:14]=2)[CH:5]=[CH:6][C:7]=1[C:8]1[CH:12]=[CH:11][S:10][CH:9]=1.ClC1C=C(C2ON=C(C3C=CC4OC(C5(NC(=O)OC(C)(C)C)COC(C)(C)OC5)=CC=4C=3)N=2)C=CC=1OCCC>>[NH2:34][C:26]([C:24]1[O:25][C:21]2[CH:20]=[CH:19][C:18]([C:15]3[N:14]=[C:13]([C:4]4[CH:5]=[CH:6][C:7]([C:8]5[CH:12]=[CH:11][S:10][CH:9]=5)=[C:2]([Cl:1])[CH:3]=4)[O:17][N:16]=3)=[CH:42][C:22]=2[CH:23]=1)([CH2:27][OH:28])[CH2:31][OH:30]. Reported procedure: When the product of Step A was substituted for tert-butyl 5-(5-(5-(3-chloro-4-propoxyphenyl)-1,2,4-oxadiazol-3-yl)benzofuran-2-yl)-2,2-dimethyl-1,3-dioxan-5-ylcarbamate in Example 36, Step E, the similar procedure afforded the title compound in 48% yield, as colourless solid. 1H-NMR (DMSO-d6) 8.42 (s, 1H); 8.28 (s, 1H); 8.2 (d, 1H, J=8.41 Hz); 8.11 (d, 1H, J=8.1 Hz); 7.82 (s, 1H); 7.64-7.61 (m, 3H); 7.4 (b, 1H); 6.92 (s, 1H); 4.9 (bs, 2H); 3.66 (b, 2H); 3.59 (b, 2H). Reactants: C(#N)C1=CC=C(C=C1)N1N=CC=C1C=1C(=C(C=2N(C1)N=C(N2)NC(=O)NC2CCNCC2)C2=CC(=CC=C2)C(F)(F)F)C (1-[6-[2-(4-cyano-phenyl)-2H-pyrazol-3-yl]-7-methyl-8-(3-trifluoromethyl-phenyl)-[1,2,4]triazolo[1,5-a]pyridin-2-yl]-3-piperidin-4-yl-urea), CS(=O)(=O)Cl (methanesulfonyl chloride), Example 27. Product: C(#N)C1=CC=C(C=C1)N1N=CC=C1C=1C(=C(C=2N(C1)N=C(N2)NC(=O)NC2CCN(CC2)S(=O)(=O)C)C2=CC(=CC=C2)C(F)(F)F)C (1-[6-[2-(4-Cyano-phenyl)-2H-pyrazol-3-yl]-7-methyl-8-(3-trifluoromethyl-phenyl)-[1,2,4]triazolo[1,5-a]pyridin-2-yl]-3-(1-methanesulfonyl-piperidin-4-yl)-urea). Reaction SMILES: [C:1]([C:3]1[CH:8]=[CH:7][C:6]([N:9]2[C:13]([C:14]3[C:15]([CH3:43])=[C:16]([C:33]4[CH:38]=[CH:37][CH:36]=[C:35]([C:39]([F:42])([F:41])[F:40])[CH:34]=4)[C:17]4[N:18]([N:20]=[C:21]([NH:23][C:24]([NH:26][CH:27]5[CH2:32][CH2:31][NH:30][CH2:29][CH2:28]5)=[O:25])[N:22]=4)[CH:19]=3)=[CH:12][CH:11]=[N:10]2)=[CH:5][CH:4]=1)#[N:2].[CH3:44][S:45](Cl)(=[O:47])=[O:46]>>[C:1]([C:3]1[CH:4]=[CH:5][C:6]([N:9]2[C:13]([C:14]3[C:15]([CH3:43])=[C:16]([C:33]4[CH:38]=[CH:37][CH:36]=[C:35]([C:39]([F:42])([F:40])[F:41])[CH:34]=4)[C:17]4[N:18]([N:20]=[C:21]([NH:23][C:24]([NH:26][CH:27]5[CH2:28][CH2:29][N:30]([S:45]([CH3:44])(=[O:47])=[O:46])[CH2:31][CH2:32]5)=[O:25])[N:22]=4)[CH:19]=3)=[CH:12][CH:11]=[N:10]2)=[CH:7][CH:8]=1)#[N:2]. Procedure: The title compound was prepared from 1-[6-[2-(4-cyano-phenyl)-2H-pyrazol-3-yl]-7-methyl-8-(3-trifluoromethyl-phenyl)-[1,2,4]triazolo[1,5-a]pyridin-2-yl]-3-piperidin-4-yl-urea (Ex. 50, 50 mg, 0.085 mmol) and methanesulfonyl chloride (7.9 μL, 0.102 mmol) using a similar method to that employed for Example 27 (30 mg). Reactants: [N+](=O)([O-])C1=CC2=C(C(NCCO2)=O)C=C1 (8-nitro-3,4-dihydro-2H-benzo[f][1,4]oxazepin-5-one), CN(C)C=O (DMF). Reagents/catalysts: [Pd] (palladium on carbon). Solvent: C(C)O (ethanol). Yields the product NC1=CC2=C(C(NCCO2)=O)C=C1 (8-amino-3,4-dihydro-2H-benzo[f][1,4]oxazepin-5-one). Isolated yield 35.1%. Reaction SMILES: [N+:1]([C:4]1[CH:15]=[CH:14][C:7]2[C:8](=[O:13])[NH:9][CH2:10][CH2:11][O:12][C:6]=2[CH:5]=1)([O-])=O.CN(C=O)C>[Pd].C(O)C>[NH2:1][C:4]1[CH:15]=[CH:14][C:7]2[C:8](=[O:13])[NH:9][CH2:10][CH2:11][O:12][C:6]=2[CH:5]=1. Procedure details: A solution of 8-nitro-3,4-dihydro-2H-benzo[f][1,4]oxazepin-5-one (0.23 g, 0.00096 mol), 10% palladium on carbon (0.02 g), DMF (10 mL), and ethanol (30 mL) was hydrogenated for 3 days. Filtration and evaporation gave an oil which was chromatographed on Al2O3 to give 8-amino-3,4-dihydro-2H-benzo[f][1,4]oxazepin-5-one (0.06 g, 35%) as a tan solid. MP: 151-2° C.; 1H-NMR (DMSO-d6) δ 7.77 (s, 1H), 7.54-6 (d, 1H), 6.25-7 (d, 1H), 6.05 (s, 1H), 5.63 (s, 2H), 4.17-9 (m, 2H), 3.25-8 (m, 2H); LC/MS (ESI+):... Run at temperature 50 celsius. Reaction SMILES: Cl.[CH3:2][C:3]1[CH:8]=[C:7]([C:9](=[O:38])[CH2:10][C@H:11]([C:19]2[CH:24]=[CH:23][C:22]([C:25]3[CH2:30][CH2:29][N:28](C(OC(C)(C)C)=O)[CH2:27][CH:26]=3)=[CH:21][CH:20]=2)[C:12]2[CH:17]=[CH:16][CH:15]=[CH:14][C:13]=2[CH3:18])[CH:6]=[CH:5][N:4]=1.C(N(CC)C(C)C)(C)C.[CH3:48][S:49](Cl)(=[O:51])=[O:50]>>[CH3:2][C:3]1[CH:8]=[C:7]([C:9](=[O:38])[CH2:10][C@H:11]([C:19]2[CH:24]=[CH:23][C:22]([C:25]3[CH2:30][CH2:29][N:28]([S:49]([CH3:48])(=[O:51])=[O:50])[CH2:27][CH:26]=3)=[CH:21][CH:20]=2)[C:12]2[CH:17]=[CH:16][CH:15]=[CH:14][C:13]=2[CH3:18])[CH:6]=[CH:5][N:4]=1. Reactants: Cl (Hydrogen chloride), CC1=NC=CC(=C1)C(C[C@@H](C1=C(C=CC=C1)C)C1=CC=C(C=C1)C1=CCN(CC1)C(=O)OC(C)(C)C)=O ((R)-tert-Butyl 4-(4-(3-(2-methylpyridin-4-yl)-3-oxo-1-o-tolylpropyl)phenyl)-5,6-dihydropyridine-1(2H)-carboxylate), C(C)(C)N(C(C)C)CC (N,N-diisopropylethylamine), CS(=O)(=O)Cl (methanesulfonyl chloride). The yield is 25.2%. Product: CC1=NC=CC(=C1)C(C[C@@H](C1=C(C=CC=C1)C)C1=CC=C(C=C1)C=1CCN(CC1)S(=O)(=O)C)=O ((R)-1-(2-Methylpyridin-4-yl)-3-(4-(1-(methylsulfonyl)-1,2,3,6-tetrahydropyridin-4-yl)phenyl)-3-o-tolylpropan-1-one). Procedure details: Hydrogen chloride solution (4 M in 1,4-dioxane, 2 mL) was added to a solution of (R)-tert-butyl 4-(4-(3-(2-methylpyridin-4-yl)-3-oxo-1-o-tolylpropyl)phenyl)-5,6-dihydropyridine-1(2H)-carboxylate (example 372, step 1; 100 mg, 201 μmol). The reaction mixture was heated at 50° C. for 17 h, then partitioned between sat. aq. sodium hydrogencarbonate solution and ethyl acetate. The organic layer was washed with brine, dried over sodium sulfate, filtered, and evaporated. The residue was dissolved in di... Starting materials: COc1ccccc1C1(O)CC(CC#N)CC2CNCC21, COc1ccccc1C(C)C(=O)O, CCN=C=NCCCN(C)C, CC(C)NC(C)C, ClCCl, Cl, O, Oc1cccc2[nH]nnc12. Product: COc1ccccc1C(C)C(=O)N1CC2CC(CC#N)CC(O)(c3ccccc3OC)C2C1. Reaction SMILES: [C:1](#[N:2])[CH2:3][CH:4]1[CH2:5][C:6]([OH:13])([c:14]2[c:15]([O:20][CH3:21])[cH:16][cH:17][cH:18][cH:19]2)[CH:7]2[CH2:8][NH:9][CH2:10][CH:11]2[CH2:12]1.[CH3:29][O:30][c:31]1[c:32]([CH:37]([C:38](=[O:39])[OH:40])[CH3:41])[cH:33][cH:34][cH:35][cH:36]1.[CH3:54][N:55]([CH3:56])[CH2:57][CH2:58][CH2:59][N:60]=[C:61]=[N:62][CH2:63][CH3:64].[CH:22]([NH:23][CH:24]([CH3:25])[CH3:26])([CH3:27])[CH3:28].[Cl:65][CH2:66][Cl:67].[ClH:53].[OH2:42].[OH:43][c:44]1[c:45]2[n:46][n:47][nH:48][c:49]2[cH:50][cH:51][cH:52]1>>[C:1](#[N:2])[CH2:3][CH:4]1[CH2:5][C:6]([OH:13])([c:14]2[c:15]([O:20][CH3:21])[cH:16][cH:17][cH:18][cH:19]2)[CH:7]2[CH2:8][N:9]([C:38]([CH:37]([c:32]3[c:31]([O:30][CH3:29])[cH:36][cH:35][cH:34][cH:33]3)[CH3:41])=[O:39])[CH2:10][CH:11]2[CH2:12]1. Reported procedure: 18.5 g (82.6 mmol) of t-butyl(2-bromoethyl) carbamate was dissolved in 200 ml of dimethylformamide (DMF). 10.1 g (41.3 mmol) of 3-hydroxy-4-iodobenzonitrile and 5.7 g (41.3 mmol) of potassium carbonate were added to the obtained solution, and they were stirred at 75° C. for 3 hours. After the treatment with ethyl acetate as the extracting solvent by an ordinary method, the title compound was obtained. Starting materials: OC=1C=C(C#N)C=CC1I (3-hydroxy-4-iodobenzonitrile), C([O-])([O-])=O.[K+].[K+] (potassium carbonate), C(N)(OCC(Br)C(C)(C)C)=O (t-butyl(2-bromoethyl) carbamate), CN(C=O)C (dimethylformamide), C(C)(=O)OCC (ethyl acetate). As a reaction SMILES: C(=O)(OCC([C:7]([CH3:10])([CH3:9])[CH3:8])Br)N.[OH:12][C:13]1[CH:14]=[C:15]([CH:18]=[CH:19][C:20]=1[I:21])[C:16]#[N:17].[C:22](=[O:25])([O-])[O-:23].[K+].[K+].C(O[CH2:32][CH3:33])(=O)C.C[N:35](C)C=O>>[C:7]([O:23][C:22]([NH:35][CH2:32][CH2:33][O:12][C:13]1[CH:14]=[C:15]([CH:18]=[CH:19][C:20]=1[I:21])[C:16]#[N:17])=[O:25])([CH3:8])([CH3:9])[CH3:10] |f:2.3.4|. Run at temperature 75 celsius, time 3 hour. The product is C(C)(C)(C)OC(=O)NCCOC=1C=C(C#N)C=CC1I (3-[2-(t-Butoxycarbonylamino)ethoxy]-4-iodobenzonitrile).